Dataset: the Open Reaction Database (ORD), a public repository of structured organic reaction records. Task: describe an organic reaction: reactants, conditions, products, and yield Reactants: N[C@@H](CCCCN)C(=O)O (Lysine), C1(CCCC(=O)O1)=O (glutaric anhydride), CN(C)C=O (DMF). The reagents and catalysts are CN(C1=CC=NC=C1)C (4-Dimethylaminopyridine). Reaction conditions: time 5 minute. Product: C(CCCC(=O)N)(=O)N.N[C@@H](CCCCN)C(=O)O (Lysine Glutaramide). Reaction SMILES: [NH2:1][C@H:2]([C:8]([OH:10])=[O:9])[CH2:3][CH2:4][CH2:5][CH2:6][NH2:7].[C:11]1(=[O:18])OC(=O)[CH2:14][CH2:13][CH2:12]1.C[N:20]([CH:22]=[O:23])C>CN(C)C1C=CN=CC=1>[C:11]([NH2:1])(=[O:18])[CH2:12][CH2:13][CH2:14][C:22]([NH2:20])=[O:23].[NH2:1][C@H:2]([C:8]([OH:10])=[O:9])[CH2:3][CH2:4][CH2:5][CH2:6][NH2:7] |f:4.5|. Procedure: In this example that demonstrates how this method could be performed, 5 g Lysine, 8.7 g glutaric anhydride and 2.0 g 4-Dimethylaminopyridine (DMAP) are weighed into a 100 ml flask fitted with a condenser and nitrogen inlet. 100 ml DMF is added and the mixture stirred under nitrogen atmosphere for 5 min and immersed into an oil bath preheated to 90° C. for 1.5 h until HPLC assay indicated completion of reaction. DMF is evaporated under vacuum (distilled below 40° C. and the residue is used direct... The reactants are C1(=CC=CC=C1)P(C1=CC=CC=C1)C1=CC=CC=C1 (triphenylphosphine), O (water), N(=[N+]=[N-])CC=1C(=C(C(=CC1)Cl)OC=1C=C(C#N)C=C(C1)Br)F (3-{[3-(azidomethyl)-6-chloro-2-fluorophenyl]oxy}-5-bromobenzonitrile). Run in C1CCOC1 (THF). The product is NCC=1C(=C(C(=CC1)Cl)OC=1C=C(C#N)C=C(C1)Br)F (3-{[3-(aminomethyl)-6-chloro-2-fluorophenyl]oxy}-5-bromobenzonitrile). Yield: 58.9%. Reaction SMILES: [N:1]([CH2:4][C:5]1[C:6]([F:22])=[C:7]([O:12][C:13]2[CH:14]=[C:15]([CH:18]=[C:19]([Br:21])[CH:20]=2)[C:16]#[N:17])[C:8]([Cl:11])=[CH:9][CH:10]=1)=[N+]=[N-].C1(P(C2C=CC=CC=2)C2C=CC=CC=2)C=CC=CC=1.O>C1COCC1>[NH2:1][CH2:4][C:5]1[C:6]([F:22])=[C:7]([O:12][C:13]2[CH:14]=[C:15]([CH:18]=[C:19]([Br:21])[CH:20]=2)[C:16]#[N:17])[C:8]([Cl:11])=[CH:9][CH:10]=1. Reported procedure: 3-{[3-(azidomethyl)-6-chloro-2-fluorophenyl]oxy}-5-bromobenzonitrile (2.04 g, 5.35 mmol) dissolved in THF (30 mL) was treated successively with triphenylphosphine (2.10 g, 8.02 mmol) and water (0.482 g, 26.7 mmol) at 25° C. for 16 h with stirring. The reaction mixture was concentrated to dryness and purified on silica gel (eluted successively with EtOAc (to remove triphylphosphine oxide) followed by a gradient of 100% EtOAc to 10% CH3OH/DCM) to give 3-{[3-(aminomethyl)-6-chloro-2-fluorophenyl]ox... Yields the product ClC1=CC(=C(C=C1)O)I (4-Chloro-2-iodophenol). Procedure: Boron tribromide (1349 g) was added to a solution of 4-chloro-2-iodoanisole (1025 g) in dichloromethane (10.3 L) under nitrogen at such a rate that the temperature remained at 0-5° C. The solution was then warmed to 20° C. and stirred for c. 19 h until the reaction was complete by HPLC. This organic solution was added to water (8.2 L) and the mixture was cooled to 5° C. to 10° C. DCM (770 ml) was added and the resulting biphasic mixture was then stirred at 5° C. for 15 min before being warmed to... The reactants are B(Br)(Br)Br (Boron tribromide), ClC1=CC(=C(C=C1)OC)I (4-chloro-2-iodoanisole), O (water). Reaction SMILES: B(Br)(Br)Br.[Cl:5][C:6]1[CH:11]=[CH:10][C:9]([O:12]C)=[C:8]([I:14])[CH:7]=1.O>ClCCl>[Cl:5][C:6]1[CH:11]=[CH:10][C:9]([OH:12])=[C:8]([I:14])[CH:7]=1. The solvent is C(Cl)Cl (DCM), ClCCl (dichloromethane). Reaction conditions: temperature 20 celsius. The product is COC(CN(C)S(=O)(=O)NC(=O)c1ccc2c(C3CCCCC3)c3n(c2c1)CC(N(C)CCNC(=O)OC(C)(C)C)COc1ccccc1-3)OC. Reaction SMILES: [C:1]([CH3:2])([CH3:3])([CH3:4])[O:5][C:6](=[O:7])[NH:8][CH2:9][CH2:10][N:11]([CH:12]1[CH2:13][O:14][c:15]2[c:16]([cH:36][cH:37][cH:38][cH:39]2)-[c:17]2[n:18]([c:20]3[cH:21][c:22]([C:33](=[O:34])[OH:35])[cH:23][cH:24][c:25]3[c:26]2[CH:27]2[CH2:28][CH2:29][CH2:30][CH2:31][CH2:32]2)[CH2:19]1)[CH3:40].[CH2:41]([Cl:42])[CH2:43][Cl:44].[CH3:45][O:46][CH:47]([CH2:48][N:49]([S:50](=[O:51])(=[O:52])[NH2:53])[CH3:54])[O:55][CH3:56].[CH3:65][N:66]([c:67]1[cH:68][cH:69][n:70][cH:71][cH:72]1)[CH3:73].[CH3:74][CH2:75][O:76][C:77]([CH3:78])=[O:79].[Cl:62][CH2:63][Cl:64].[NH2:57][S:58](=[O:59])(=[O:60])[NH2:61]>>[C:1]([CH3:2])([CH3:3])([CH3:4])[O:5][C:6](=[O:7])[NH:8][CH2:9][CH2:10][N:11]([CH:12]1[CH2:13][O:14][c:15]2[c:16]([cH:36][cH:37][cH:38][cH:39]2)-[c:17]2[n:18]([c:20]3[cH:21][c:22]([C:33](=[O:34])[NH:53][S:50]([N:49]([CH2:48][CH:47]([O:46][CH3:45])[O:55][CH3:56])[CH3:54])(=[O:51])=[O:52])[cH:23][cH:24][c:25]3[c:26]2[CH:27]2[CH2:28][CH2:29][CH2:30][CH2:31][CH2:32]2)[CH2:19]1)[CH3:40]. The reactants are CN(CCNC(=O)OC(C)(C)C)C1COc2ccccc2-c2c(C3CCCCC3)c3ccc(C(=O)O)cc3n2C1, ClCCCl, COC(CN(C)S(N)(=O)=O)OC, CN(C)c1ccncc1, CCOC(C)=O, ClCCl, NS(N)(=O)=O. Starting materials: CN1N=CC(=C1C(F)(F)F)C(=O)O (1-methyl-5-(trifluoromethyl)-1H-pyrazole-4-carboxylic acid), NC=1C=C(OC=2C=CC=3N(C2)N=C(N3)NC(=O)C3CC3)C=CC1 (N-[6-(3-aminophenoxy)[1,2,4]triazolo[1,5-a]pyridin-2-yl]cyclopropanecarboxamide), O1CCCC1 (tetrahydrofuran), C(C(=O)Cl)(=O)Cl (oxalyl chloride). Reagents/catalysts: CN(C=O)C (N,N-dimethylformamide). The solvent is CN(C(C)=O)C (N,N-dimethylacetamide). The product is C1(CC1)C(=O)NC1=NN2C(C=CC(=C2)OC=2C=C(C=CC2)NC(=O)C=2C=NN(C2C(F)(F)F)C)=N1 (N-[3-({2-[(cyclopropylcarbonyl)amino][1,2,4]triazolo[1,5-a]pyridin-6-yl}oxy)phenyl]-1-methyl-5-(trifluoromethyl)-1H-pyrazole-4-carboxamide). Yield: 64.7%. RXN SMILES: [CH3:1][N:2]1[C:6]([C:7]([F:10])([F:9])[F:8])=[C:5]([C:11]([OH:13])=O)[CH:4]=[N:3]1.O1CCCC1.C(Cl)(=O)C(Cl)=O.[NH2:25][C:26]1[CH:27]=[C:28]([CH:45]=[CH:46][CH:47]=1)[O:29][C:30]1[CH:31]=[CH:32][C:33]2[N:34]([N:36]=[C:37]([NH:39][C:40]([CH:42]3[CH2:44][CH2:43]3)=[O:41])[N:38]=2)[CH:35]=1>CN(C)C=O.CN(C)C(=O)C>[CH:42]1([C:40]([NH:39][C:37]2[N:38]=[C:33]3[CH:32]=[CH:31][C:30]([O:29][C:28]4[CH:27]=[C:26]([NH:25][C:11]([C:5]5[CH:4]=[N:3][N:2]([CH3:1])[C:6]=5[C:7]([F:10])([F:9])[F:8])=[O:13])[CH:47]=[CH:46][CH:45]=4)=[CH:35][N:34]3[N:36]=2)=[O:41])[CH2:43][CH2:44]1. Reported procedure: In the same manner as in Example 18-4 and using 1-methyl-5-(trifluoromethyl)-1H-pyrazole-4-carboxylic acid (175 mg, 0.904 mmol), tetrahydrofuran (8 mL), oxalyl chloride (118 μL, 1.36 mmol), N-[6-(3-aminophenoxy)[1,2,4]triazolo[1,5-a]pyridin-2-yl]cyclopropanecarboxamide (70.0 mg, 0.226 mmol), N,N-dimethylformamide (1 drop) and N,N-dimethylacetamide (5 mL) as starting materials, the title compound (71.0 mg, 65%) was obtained as a white solid.